This data is from the Open Reaction Database (ORD), a public repository of structured organic reaction records. The task is: describe an organic reaction: reactants, conditions, products, and yield Reactants: N1(CCOCC1)C=1C=C2CCC(C2=CC1)=NO (5-morpholin-4-yl-indan-1-on-oxime), [H][H] (hydrogen). Reagents/catalysts: [C].[Pd] (palladium carbon). The solvent is C(C)O (ethanol). Product: N1(CCOCC1)C=1C=C2CCC(C2=CC1)N (5-morpholin-4-yl-indan-1-ylamine). Yield: 63.2%. RXN SMILES: [N:1]1([C:7]2[CH:8]=[C:9]3[C:13](=[CH:14][CH:15]=2)[C:12](=[N:16]O)[CH2:11][CH2:10]3)[CH2:6][CH2:5][O:4][CH2:3][CH2:2]1.[H][H]>[C].[Pd].C(O)C>[N:1]1([C:7]2[CH:8]=[C:9]3[C:13](=[CH:14][CH:15]=2)[CH:12]([NH2:16])[CH2:11][CH2:10]3)[CH2:6][CH2:5][O:4][CH2:3][CH2:2]1 |f:2.3|. Procedure: An ethanol (20 mL) suspension of 5-morpholin-4-yl-indan-1-on-oxime (2.76 g) and 10% palladium carbon (48% water content, 1.0 g) was agitated at room temperature under 0.4 MPa hydrogen atmosphere for 6 hours. After filtering the reaction solution and condensing the filtrate under reduced pressure, 1.64 g of the title compound was obtained by purifying the obtained residue by silica gel chromatography (Carrier: Chromatorex™ NH, elution solvent: heptane-ethyl acetate system→ethyl acetate-methanol s... The reactants are COc1ccc(F)c(Cl)c1C(C)c1c[nH]c2ncc(-c3cnn(C4CCC(O)CC4)c3C)cc12, ClCCl. Yields the product COc1ccc(F)c(Cl)c1C(C)c1c[nH]c2ncc(-c3cnn(C4CCC(=O)CC4)c3C)cc12. RXN SMILES: [Cl:1][c:2]1[c:3]([CH:11]([CH3:12])[c:13]2[cH:14][nH:15][c:16]3[n:17][cH:18][c:19](-[c:22]4[cH:23][n:24][n:25]([CH:28]5[CH2:29][CH2:30][CH:31]([OH:34])[CH2:32][CH2:33]5)[c:26]4[CH3:27])[cH:20][c:21]23)[c:4]([O:9][CH3:10])[cH:5][cH:6][c:7]1[F:8].[Cl:35][CH2:36][Cl:37]>>[Cl:1][c:2]1[c:3]([CH:11]([CH3:12])[c:13]2[cH:14][nH:15][c:16]3[n:17][cH:18][c:19](-[c:22]4[cH:23][n:24][n:25]([CH:28]5[CH2:29][CH2:30][C:31](=[O:34])[CH2:32][CH2:33]5)[c:26]4[CH3:27])[cH:20][c:21]23)[c:4]([O:9][CH3:10])[cH:5][cH:6][c:7]1[F:8]. Starting materials: CC(C)(C)OC(=O)N1OC1c1ccc(C#N)cc1, CCOCC, CC(C)(N)CO. Product: CC(C)(CO)NNC(=O)OC(C)(C)C. Reaction SMILES: [C:1]([CH3:2])([CH3:3])([CH3:4])[O:5][C:6](=[O:7])[N:8]1[CH:9]([c:10]2[cH:11][cH:12][c:13]([C:14]#[N:15])[cH:16][cH:17]2)[O:18]1.[CH3:25][CH2:26][O:27][CH2:28][CH3:29].[NH2:19][C:20]([CH2:21][OH:22])([CH3:23])[CH3:24]>>[C:1]([CH3:2])([CH3:3])([CH3:4])[O:5][C:6](=[O:7])[NH:8][NH:19][C:20]([CH2:21][OH:22])([CH3:23])[CH3:24]. Starting materials: C[Si](C)(C)C#CC1CCC2(OCCO2)CC1 (8-trimethylsilylethynyl-1,4-dioxaspiro[4.5]decane), C([O-])([O-])=O.[K+].[K+] (potassium carbonate). Solvent: CO (methanol). Conditions: time 1 hour. Yields the product C(#C)C1CCC2(OCCO2)CC1 (8-ethynyl-1,4-dioxaspiro[4.5]decane). RXN SMILES: C[Si]([C:5]#[C:6][CH:7]1[CH2:16][CH2:15][C:10]2([O:14][CH2:13][CH2:12][O:11]2)[CH2:9][CH2:8]1)(C)C.C(=O)([O-])[O-].[K+].[K+]>CO>[C:6]([CH:7]1[CH2:16][CH2:15][C:10]2([O:11][CH2:12][CH2:13][O:14]2)[CH2:9][CH2:8]1)#[CH:5] |f:1.2.3|. Reported procedure: A mixture of 16.7 grams (0.07 mole) of 8-trimethylsilylethynyl-1,4-dioxaspiro[4.5]decane and 1.1 grams (0.07 mole) of potassium carbonate in 200 mL of methanol is stirred at ambient temperature for about one hour. The reaction mixture is then concentrated under reduced pressure to a residue. The residue is stirred in about 150 mL of water, and the mixture is extracted with three 150 mL portions of diethyl ether. The combined extracts are dried with magnesium sulfate and filtered. The filtrate is... The reactants are CCCN, CCO, Nc1nc(Cl)c2ncn(C3C=CC(CO)C3)c2n1, [Na+], [OH-]. The product is CCCNc1nc(N)nc2c1ncn2C1C=CC(CO)C1. Reaction SMILES: [CH3:19][CH2:20][CH2:21][NH2:22].[CH3:25][CH2:26][OH:27].[NH2:1][c:2]1[n:3][c:4]([Cl:18])[c:5]2[n:6][cH:7][n:8]([CH:11]3[CH:12]=[CH:13][CH:14]([CH2:16][OH:17])[CH2:15]3)[c:9]2[n:10]1.[Na+:24].[OH-:23]>>[NH2:1][c:2]1[n:3][c:4]([NH:22][CH2:21][CH2:20][CH3:19])[c:5]2[n:6][cH:7][n:8]([CH:11]3[CH:12]=[CH:13][CH:14]([CH2:16][OH:17])[CH2:15]3)[c:9]2[n:10]1.